Dataset: the Open Reaction Database (ORD), a public repository of structured organic reaction records. Task: describe an organic reaction: reactants, conditions, products, and yield Reactants: O=S1(CCN(CC1)C(=O)C=1NC2=CC=C(C=C2C1)C(=O)N1CCN(CC1)C(C)C)=O ([2-(1,1-Dioxo-thiomorpholine-4-carbonyl)-1H-indol-5-yl]-(4-isopropyl-piperazin-1-yl)-methanone), CS(=O)(=O)C1=CC=C(C=C1)B(O)O (4-methylsulfonylphenylboronic acid), N1=CC=CC=C1 (pyridine). Reagents/catalysts: C(C)(=O)[O-].[Cu+2].C(C)(=O)[O-] (copper(II) acetate). The solvent is C(Cl)(Cl)Cl (chloroforme). The product is O=S1(CCN(CC1)C(=O)C=1N(C2=CC=C(C=C2C1)C(=O)N1CCN(CC1)C(C)C)C1=CC=C(C=C1)S(=O)(=O)C)=O ((1,1-Dioxothiomorpholin-4-yl)-[5-(4-isopropyl-piperazine-1-carbonyl)-1-(4-methanesulfonyl-phenyl)-1H-indol-2-yl]-methanone). Isolated yield 25.0%. Reaction SMILES: [O:1]=[S:2]1(=[O:30])[CH2:7][CH2:6][N:5]([C:8]([C:10]2[NH:11][C:12]3[C:17]([CH:18]=2)=[CH:16][C:15]([C:19]([N:21]2[CH2:26][CH2:25][N:24]([CH:27]([CH3:29])[CH3:28])[CH2:23][CH2:22]2)=[O:20])=[CH:14][CH:13]=3)=[O:9])[CH2:4][CH2:3]1.[CH3:31][S:32]([C:35]1[CH:40]=[CH:39][C:38](B(O)O)=[CH:37][CH:36]=1)(=[O:34])=[O:33].N1C=CC=CC=1>C([O-])(=O)C.[Cu+2].C([O-])(=O)C.C(Cl)(Cl)Cl>[O:30]=[S:2]1(=[O:1])[CH2:7][CH2:6][N:5]([C:8]([C:10]2[N:11]([C:38]3[CH:39]=[CH:40][C:35]([S:32]([CH3:31])(=[O:34])=[O:33])=[CH:36][CH:37]=3)[C:12]3[C:17]([CH:18]=2)=[CH:16][C:15]([C:19]([N:21]2[CH2:22][CH2:23][N:24]([CH:27]([CH3:28])[CH3:29])[CH2:25][CH2:26]2)=[O:20])=[CH:14][CH:13]=3)=[O:9])[CH2:4][CH2:3]1 |f:3.4.5|. Procedure details: The title compound was synthesized in analogy to example 66, from [2-(1,1-dioxo-thiomorpholine-4-carbonyl)-1H-indol-5-yl]-(4-isopropyl-piperazin-1-yl)-methanone (example 1), 4-methylsulfonylphenylboronic acid, copper(II) acetate, pyridine and using chloroforme instead of dichloromethane as solvent, to give the desired product as a colorless solid (25%). Reactants: Cl (HCl), C1(CC1)N1C=C(C(C2=CC(=C(C=C12)F)F)=O)C(=O)OCC (ethyl 1-cyclopropyl-6,7-difluoro-1,4-dihydro-4-oxo-3-quinoline-carboxylate), C(#N)CC(=O)OCC (ethyl cyanoacetate), [H-].[Na+] (NaH). Solvent: O (water), O1CCOCC1 (dioxane). Run at time 3 hour. Product: C(#N)C(C1=C(C=C2C(C(=CN(C2=C1)C1CC1)C(=O)OCC)=O)F)C(=O)OCC (Ethyl 7-(cyano-ethoxycarbonyl-methyl)-1-cyclopropyl-6-fluoro-1,4-dihydro-4-oxo-3-quinoline-carboxylate). Reaction SMILES: [CH:1]1([N:4]2[C:13]3[C:8](=[CH:9][C:10]([F:15])=[C:11](F)[CH:12]=3)[C:7](=[O:16])[C:6]([C:17]([O:19][CH2:20][CH3:21])=[O:18])=[CH:5]2)[CH2:3][CH2:2]1.[C:22]([CH2:24][C:25]([O:27][CH2:28][CH3:29])=[O:26])#[N:23].[H-].[Na+].Cl>O.O1CCOCC1>[C:22]([CH:24]([C:25]([O:27][CH2:28][CH3:29])=[O:26])[C:11]1[CH:12]=[C:13]2[C:8]([C:7](=[O:16])[C:6]([C:17]([O:19][CH2:20][CH3:21])=[O:18])=[CH:5][N:4]2[CH:1]2[CH2:3][CH2:2]2)=[CH:9][C:10]=1[F:15])#[N:23] |f:2.3|. Reported procedure: 8.8 g of ethyl 1-cyclopropyl-6,7-difluoro-1,4-dihydro-4-oxo-3-quinoline-carboxylate and 5.1 g of ethyl cyanoacetate are initially introduced into 120 ml of dioxane. 1.74 g of NaH are added in portions. The mixture is then boiled for 3 hours, diluted with water and rendered acidic using HCl. It is extracted using methylene chloride. The organic phase is dried and concentrated. The residue is recrystallized from ethanol. Yields the product COC=1C=C(C=CC(=O)NC=2C=C(C(=O)O)C=CC2)C=CC1OC (3-(3',4'-dimethoxycinnamoylamino)-benzoic acid). The reactants are COC=1C=C(C=CC(=O)O)C=CC1OC (3,4-dimethoxycinnamic acid), C(OCC)(=O)Cl (ethyl chlorocarbonate), NC=1C=C(C(=O)O)C=CC1 (3-aminobenzoic acid). Reaction SMILES: [CH3:1][O:2][C:3]1[CH:4]=[C:5]([CH:11]=[CH:12][C:13]=1[O:14][CH3:15])[CH:6]=[CH:7][C:8]([OH:10])=O.C(Cl)(=O)OCC.[NH2:22][C:23]1[CH:24]=[C:25]([CH:29]=[CH:30][CH:31]=1)[C:26]([OH:28])=[O:27]>CN(C)C=O.C(N(CC)CC)C>[CH3:1][O:2][C:3]1[CH:4]=[C:5]([CH:11]=[CH:12][C:13]=1[O:14][CH3:15])[CH:6]=[CH:7][C:8]([NH:22][C:23]1[CH:24]=[C:25]([CH:29]=[CH:30][CH:31]=1)[C:26]([OH:28])=[O:27])=[O:10]. Isolated yield 50.0%. Run at time 2 hour. Solvent: CN(C=O)C (dimethylformamide), C(C)N(CC)CC (triethylamine), CN(C=O)C (dimethylformamide). Reported procedure: 2 Grams of 3,4-dimethoxycinnamic acid were dissolved in a mixture of 20 ml of dry dimethylformamide and 1.5 g of triethylamine. To this solution was added under ice cooling and agitation 1.1 g of ethyl chlorocarbonate and the mixture was then reacted for one hour. To this mixture were added 10 ml of dimethylformamide containing 1.5 g of 3-aminobenzoic acid and the mixture was stirred for 2 hours. After completion of the reaction, the reaction liquid was concentrated approximately to 1/2 volume a... The reactants are CCOCC, CN=C=S, CCOC(=O)NN. The product is CCOC(=O)NNC(=S)NC. Reaction SMILES: [CH3:12][CH2:13][O:14][CH2:15][CH3:16].[CH3:1][N:2]=[C:3]=[S:4].[NH:5]([NH2:6])[C:7](=[O:8])[O:9][CH2:10][CH3:11]>>[CH3:1][NH:2][C:3](=[S:4])[NH:6][NH:5][C:7](=[O:8])[O:9][CH2:10][CH3:11]. Starting materials: O1C(OCCC1)C=1C=C(C=CC1)NC(=N)C=1C=C(C=CC1F)C1=CC=CC=C1 (N-(3-[1,3]Dioxan-2-yl-phenyl)-4-fluoro-biphenyl-3-carboxamidine), Cl (hydrochloric acid), C(=O)(O)[O-].[Na+] (NaHCO3). Solvent: C1CCOC1 (THF). Reaction conditions: time 8 hour. Product: FC1=C(C=C(C=C1)C1=CC=CC=C1)C(=N)NC1=CC(=CC=C1)C=O (4-Fluoro-N-(3-formyl-phenyl)-biphenyl-3-carboxamidine). RXN SMILES: [O:1]1CCCO[CH:2]1[C:7]1[CH:8]=[C:9]([NH:13][C:14]([C:16]2[CH:17]=[C:18]([C:23]3[CH:28]=[CH:27][CH:26]=[CH:25][CH:24]=3)[CH:19]=[CH:20][C:21]=2[F:22])=[NH:15])[CH:10]=[CH:11][CH:12]=1.Cl.C([O-])(O)=O.[Na+]>C1COCC1>[F:22][C:21]1[CH:20]=[CH:19][C:18]([C:23]2[CH:24]=[CH:25][CH:26]=[CH:27][CH:28]=2)=[CH:17][C:16]=1[C:14]([NH:13][C:9]1[CH:10]=[CH:11][CH:12]=[C:7]([CH:2]=[O:1])[CH:8]=1)=[NH:15] |f:2.3|. Procedure: To acetal (56) (378 mg) in THF (2 mL) was added 1N hydrochloric acid (2 mL) and the reaction mixture stirred at ambient temperature overnight followed by heating to 50° C. for a further 3 hours. The reaction mixture was cooled to 0° C. and neutralised with saturated NaHCO3 solution. The organics were extracted with EtOAc, dried (MgSO4) and the solvent concentrated in vacuo to give the title compound. Yield: 307 mg, 96%; LC-MS tr 1.26 min; HPLC Purity: 71%; MS (ES+) m/z 319 (M+H) The reactants are CC1=CC(=NC=C1)NC1=CC=CC(=N1)C1=CN=C(O1)NCC1=CC=NC=C1 (5-[6-(4-methylpyridin-2-ylamino)pyridin-2-yl]-N-(pyridin-4-ylmethyl)oxazol-2-amine), ClC=1OC(=CN1)C=1C=C(C=CC1)NC1=NC=CC(=N1)C ([3-(2-chloro-oxazol-5-yl)-phenyl]-(4-methyl-pyrimidin-2-yl)-amine), FC(C(=O)O)(F)F.COCCN1C(CNCC1)=O (1-(2-methoxy-ethyl)-2-oxopiperazine trifluoroacetic acid salt). Run in CC(C)O (iPrOH). Product: COCCN1C(CN(CC1)C=1OC(=CN1)C1=CC(=CC=C1)NC1=NC=CC(=N1)C)=O (1-(2-Methoxy-ethyl)-4-{5-[3-(4-methyl-pyrimidin-2-ylamino)-phenyl]-oxazol-2-yl}-piperazin-2-one). Reaction SMILES: CC1C=CN=C(NC2N=C(C3OC(NCC4C=CN=CC=4)=NC=3)C=CC=2)C=1.Cl[C:29]1[O:30][C:31]([C:34]2[CH:35]=[C:36]([NH:40][C:41]3[N:46]=[C:45]([CH3:47])[CH:44]=[CH:43][N:42]=3)[CH:37]=[CH:38][CH:39]=2)=[CH:32][N:33]=1.FC(F)(F)C(O)=O.[CH3:55][O:56][CH2:57][CH2:58][N:59]1[CH2:64][CH2:63][NH:62][CH2:61][C:60]1=[O:65]>CC(O)C>[CH3:55][O:56][CH2:57][CH2:58][N:59]1[CH2:64][CH2:63][N:62]([C:29]2[O:30][C:31]([C:34]3[CH:39]=[CH:38][CH:37]=[C:36]([NH:40][C:41]4[N:46]=[C:45]([CH3:47])[CH:44]=[CH:43][N:42]=4)[CH:35]=3)=[CH:32][N:33]=2)[CH2:61][C:60]1=[O:65] |f:2.3|. Procedure details: Prepared as for 5-[6-(4-methylpyridin-2-ylamino)pyridin-2-yl]-N-(pyridin-4-ylmethyl)oxazol-2-amine above from [3-(2-chloro-oxazol-5-yl)-phenyl]-(4-methyl-pyrimidin-2-yl)-amine and 1-(2-methoxy-ethyl)-2-oxopiperazine trifluoroacetic acid salt in iPrOH. 1H NMR (400 MHz, DMSO-d6) δ 9.56 (s, 1H), 8.35 (d, J=5.0 Hz, 1H), 8.10 (s, 1H), 7.64 (d, J=8.0 Hz, 1H), 7.31-7.20 (m, 2H), 7.15 (d, J=7.6 Hz, 1H), 6.76 (d, J=5.0 Hz, 1H), 4.10 (s, 2H), 3.79-3.72 (m, 2H), 3.58-3.46 (m, 6H), 3.25 (dd, J=2.7, 2.2 Hz, ... Starting materials: ClC=1C=C(C=C(C1)F)C1=C(OC(=C1)C(=O)N1CS(CC1)=O)C=1C=C(C=CC1)C#N (3-{3-(3-Chloro-5-fluorophenyl)-5-[(1-oxido-1,3-thiazolidin-3-yl)carbonyl]furan-2-yl}benzenecarbonitrile), ClC=1C=C(C=C(C1)F)C1=C(OC(=C1)C(=O)N1CSCC1)C=1C=C(C=CC1)C#N (3-[3-(3-Chloro-5-fluorophenyl)-5-(1,3-thiazolidin-3-ylcarbonyl)furan-2-yl]benzenecarbonitrile), ClC1=CC(=CC=C1)C(=O)OO (meta-chloroperbenzoic acid). The product is ClC=1C=C(C=C(C1)F)C1=C(OC(=C1)C(=O)N1CS(CC1)(=O)=O)C=1C=C(C=CC1)C#N (3-{3-(3-Chloro-5-fluorophenyl)-5-[(1,1-dioxido-1,3-thiazolidin-3-yl)carbonyl]furan-2-yl}benzenecarbonitrile). As a reaction SMILES: [Cl:1][C:2]1[CH:3]=[C:4]([C:9]2[CH:13]=[C:12]([C:14]([N:16]3[CH2:20][CH2:19][S:18](=[O:21])[CH2:17]3)=[O:15])[O:11][C:10]=2[C:22]2[CH:23]=[C:24]([C:28]#[N:29])[CH:25]=[CH:26][CH:27]=2)[CH:5]=[C:6]([F:8])[CH:7]=1.ClC1C=C(C2C=C(C(N3CCSC3)=O)[O:40]C=2C2C=C(C#N)C=CC=2)C=C(F)C=1.ClC1C=CC=C(C(OO)=O)C=1>>[Cl:1][C:2]1[CH:3]=[C:4]([C:9]2[CH:13]=[C:12]([C:14]([N:16]3[CH2:20][CH2:19][S:18](=[O:40])(=[O:21])[CH2:17]3)=[O:15])[O:11][C:10]=2[C:22]2[CH:23]=[C:24]([C:28]#[N:29])[CH:25]=[CH:26][CH:27]=2)[CH:5]=[C:6]([F:8])[CH:7]=1. Reported procedure: The preparation of the title compound takes place in analogy to the synthesis of the compound from Example 3 starting with the compound from Example 1. Instead of 1.0 equivalent of meta-chloroperbenzoic acid, 2.2 equivalents are used. 80.0 mg (78% of theory) of the title compound are obtained.